Task: describe an organic reaction: reactants, conditions, products, and yield. Dataset: the Open Reaction Database (ORD), a public repository of structured organic reaction records The reactants are C(C1=CC=CC=C1)N1C[C@H]([C@@H](C1)F)NC(CCS(=O)(=O)C)=O (N-((3R,4R)-1-benzyl-4-fluoropyrrolidin-3-yl)-3-(methylsulfonyl)propanamide). Reagents/catalysts: [OH-].[Pd+2].[OH-] (palladium hydroxide). Run in CO (MeOH). Reaction conditions: temperature 50 celsius, time 7 hour. Yields the product F[C@H]1[C@@H](CNC1)NC(CCS(=O)(=O)C)=O (N-((3R,4R)-4-fluoropyrrolidin-3-yl)-3-(methylsulfonyl)propanamide). Isolated yield 90.0%. As a reaction SMILES: C([N:8]1[CH2:12][C@@H:11]([F:13])[C@H:10]([NH:14][C:15](=[O:22])[CH2:16][CH2:17][S:18]([CH3:21])(=[O:20])=[O:19])[CH2:9]1)C1C=CC=CC=1>[OH-].[Pd+2].[OH-].CO>[F:13][C@@H:11]1[CH2:12][NH:8][CH2:9][C@H:10]1[NH:14][C:15](=[O:22])[CH2:16][CH2:17][S:18]([CH3:21])(=[O:19])=[O:20] |f:1.2.3|. Procedure: To a Parr reactor was added N-((3R,4R)-1-benzyl-4-fluoropyrrolidin-3-yl)-3-(methylsulfonyl)propanamide (86.5 g, 263 mmol, 1.0 eq), palladium hydroxide (20% on carbon, 2.59 g, 3.69 mmol, 3 wt/wt %) and MeOH (430 mL). The reactor was purged three times with nitrogen (50 psi) and then purged three times with hydrogen (20 psi). The reactor was heated at 50° C. and then pressurized to 50 psi while stirring at 1200 rpm. The material was hydrogenated for 7 hr and then cooled to 20° C. and purged with n...